This data is from the Open Reaction Database (ORD), a public repository of structured organic reaction records. The task is: describe an organic reaction: reactants, conditions, products, and yield Reactants: BrC=1C(=NOC1N)C (4-bromo-3-methyl-5-aminoisoxazole), [H-].[Na+] (NaH), COC=1C=C(CC2=C(C3=C(S2)C=CC=C3)S(=O)(=O)Cl)C=CC1OC (2-(3,4-dimethoxybenzyl)benzo[b]thiophene-3-sulfonylchloride). Run in C1CCOC1 (THF). The product is BrC=1C(=NOC1NS(=O)(=O)C=1C2=C(SC1CC1=CC(=C(C=C1)OC)OC)C=CC=C2)C (N-(4-bromo-3-methyl-5-isoxazolyl)-2-(3,4-dimethoxy-benzyl)benzo[b]thiophene-3-sulfonamide), brown solid. The yield is 80.0%. RXN SMILES: [Br:1][C:2]1[C:3]([CH3:8])=[N:4][O:5][C:6]=1[NH2:7].[H-].[Na+].[CH3:11][O:12][C:13]1[CH:14]=[C:15]([CH:30]=[CH:31][C:32]=1[O:33][CH3:34])[CH2:16][C:17]1[S:21][C:20]2[CH:22]=[CH:23][CH:24]=[CH:25][C:19]=2[C:18]=1[S:26](Cl)(=[O:28])=[O:27]>C1COCC1>[Br:1][C:2]1[C:3]([CH3:8])=[N:4][O:5][C:6]=1[NH:7][S:26]([C:18]1[C:19]2[CH:25]=[CH:24][CH:23]=[CH:22][C:20]=2[S:21][C:17]=1[CH2:16][C:15]1[CH:30]=[CH:31][C:32]([O:33][CH3:34])=[C:13]([O:12][CH3:11])[CH:14]=1)(=[O:27])=[O:28] |f:1.2|. Procedure details: N-(4-bromo-3-methyl-5-isoxazolyl)-2-(3,4-dimethoxy-benzyl)benzo[b]thiophene-3-sulfonamide was prepared in the same manner as described in Example 41. Reaction of 4-bromo-3-methyl-5-aminoisoxazole (1.0 mmoles, 0.18 g), NaH (2.5 mmoles, 60 mg), and 2-(3,4-dimethoxybenzyl)benzo[b]thiophene-3-sulfonylchloride (1.2 mmoles, 0.44g) in THF (6ml), after recrystallization from chloroform and hexanes, yielded 0.42 g (80%) of a brown solid, m.p. 151°-153° C. The reactants are COC(=O)C1=CC(=NC=C1)C=1C=NC=CC1 ([2,3′]bipyridinyl-4-carboxylic acid methyl ester), N1=CC(=CC=C1)B(O)O (pyridine-3-boronic acid), BrC=1C=C(C(=O)O)C=CN1 (2-bromo-isonicotinic acid), C(=O)([O-])[O-].[K+].[K+] (K2CO3). Reagents/catalysts: C=1C=CC(=CC1)[P](C=2C=CC=CC2)(C=3C=CC=CC3)[Pd]([P](C=4C=CC=CC4)(C=5C=CC=CC5)C=6C=CC=CC6)([P](C=7C=CC=CC7)(C=8C=CC=CC8)C=9C=CC=CC9)[P](C=1C=CC=CC1)(C=1C=CC=CC1)C=1C=CC=CC1 (Pd(PPh3)4). Solvent: CC#N (CH3CN), O (H2O). Conditions: temperature 80 celsius, time 24 hour. Yields the product C(C)(C)(C)OC(CC(=O)C1=CC(=NC=C1)C=1C=NC=CC1)=O (3-[2,3′]Bipyridinyl-4-yl-3-oxo-propionic acid tert-butyl ester), methyl ester. Reaction SMILES: CO[C:3]([C:5]1[CH:10]=[CH:9][N:8]=[C:7]([C:11]2[CH:12]=[N:13][CH:14]=[CH:15][CH:16]=2)[CH:6]=1)=[O:4].N1[CH:22]=[CH:21][CH:20]=C(B(O)O)C=1.BrC1C=[C:29](C=CN=1)[C:30]([OH:32])=[O:31].[C:36]([O-])([O-])=O.[K+].[K+]>CC#N.C1C=CC([P]([Pd]([P](C2C=CC=CC=2)(C2C=CC=CC=2)C2C=CC=CC=2)([P](C2C=CC=CC=2)(C2C=CC=CC=2)C2C=CC=CC=2)[P](C2C=CC=CC=2)(C2C=CC=CC=2)C2C=CC=CC=2)(C2C=CC=CC=2)C2C=CC=CC=2)=CC=1.O>[C:21]([O:32][C:30](=[O:31])[CH2:29][C:3]([C:5]1[CH:10]=[CH:9][N:8]=[C:7]([C:11]2[CH:12]=[N:13][CH:14]=[CH:15][CH:16]=2)[CH:6]=1)=[O:4])([CH3:20])([CH3:22])[CH3:36] |f:3.4.5,^1:48,50,69,88|. Procedure: The title compound was prepared from [2,3′]bipyridinyl-4-carboxylic acid methyl ester [prepared by the following procedure: A mixture of pyridine-3-boronic acid (0.7 g, 5.7 mmol), 2-bromo-isonicotinic acid (1.15 g, 5.7 mmol) and K2CO3 (0.63 g, 4.6 mmol) in CH3CN (120 mL)/H2O (10 mL) was degassed and Pd(PPh3)4 (0.13 g, 0.11 mmol) was added. The mixture was stirred for 24 h at 80° C. in an atmosphere of nitrogen and then concentrated in vacuum to a volume of about 10 ml. The pH was set to 6 by add... Yields the product O=C(O)c1c(Cl)ccc(OCc2ccccc2)c1Cl. Reaction SMILES: [CH3:21][OH:22].[Cl:1][c:2]1[c:3]([C:4](=[O:5])[O:6][CH3:7])[c:8]([Cl:20])[cH:9][cH:10][c:11]1[O:12][CH2:13][c:14]1[cH:15][cH:16][cH:17][cH:18][cH:19]1>>[Cl:1][c:2]1[c:3]([C:4](=[O:5])[OH:6])[c:8]([Cl:20])[cH:9][cH:10][c:11]1[O:12][CH2:13][c:14]1[cH:15][cH:16][cH:17][cH:18][cH:19]1. Reactants: CO, COC(=O)c1c(Cl)ccc(OCc2ccccc2)c1Cl. The reactants are CCOC(=O)CCc1cn(Cc2ccc(OCc3csc(C)n3)cc2)cc1-c1ccccc1, CCO, Cl, [Na+], C1CCOC1, [OH-]. The product is Cc1nc(COc2ccc(Cn3cc(CCC(=O)O)c(-c4ccccc4)c3)cc2)cs1. Reaction SMILES: [CH3:1][c:2]1[s:3][cH:4][c:5]([CH2:7][O:8][c:9]2[cH:10][cH:11][c:12]([CH2:13][n:14]3[cH:15][c:16]([CH2:25][CH2:26][C:27](=[O:28])[O:29][CH2:30][CH3:31])[c:17](-[c:19]4[cH:20][cH:21][cH:22][cH:23][cH:24]4)[cH:18]3)[cH:32][cH:33]2)[n:6]1.[CH3:42][CH2:43][OH:44].[ClH:41].[Na+:35].[O:36]1[CH2:37][CH2:38][CH2:39][CH2:40]1.[OH-:34]>>[CH3:1][c:2]1[s:3][cH:4][c:5]([CH2:7][O:8][c:9]2[cH:10][cH:11][c:12]([CH2:13][n:14]3[cH:15][c:16]([CH2:25][CH2:26][C:27](=[O:28])[OH:29])[c:17](-[c:19]4[cH:20][cH:21][cH:22][cH:23][cH:24]4)[cH:18]3)[cH:32][cH:33]2)[n:6]1. Reactants: C(C)(C)N1C(=NC2=C1C=C(C=C2)C(=C)C2=CC=CC=C2)N (1-isopropyl-2-amino-6-(1-phenylethenyl)benzimidazole), BrN1C(CCC1=O)=O (N-bromosuccinimide), O1CCCC1 (tetrahydrofuran). The solvent is C(C)(=O)OCC (ethyl acetate). Product: C(C)(C)N1C(=NC2=C1C=C(C=C2)C(=CBr)C2=CC=CC=C2)N (1-isopropyl-2-amino-6-(1-phenyl-2-bromoethenyl)benzimidazole). As a reaction SMILES: [CH:1]([N:4]1[C:8]2[CH:9]=[C:10]([C:13]([C:15]3[CH:20]=[CH:19][CH:18]=[CH:17][CH:16]=3)=[CH2:14])[CH:11]=[CH:12][C:7]=2[N:6]=[C:5]1[NH2:21])([CH3:3])[CH3:2].[Br:22]N1C(=O)CCC1=O.O1CCCC1>C(OCC)(=O)C>[CH:1]([N:4]1[C:8]2[CH:9]=[C:10]([C:13]([C:15]3[CH:16]=[CH:17][CH:18]=[CH:19][CH:20]=3)=[CH:14][Br:22])[CH:11]=[CH:12][C:7]=2[N:6]=[C:5]1[NH2:21])([CH3:3])[CH3:2]. Reported procedure: Three hundred milligrams (1.08 mmoles) of 1-isopropyl-2-amino-6-(1-phenylethenyl)benzimidazole and 192 mg. (1.08 mmoles) of N-bromosuccinimide were refluxed overnight in 20 ml. of dry tetrahydrofuran. After cooling, ethyl acetate was added and the solution was washed with a saturated solution of sodium bicarbonate. The organic layer was dried over magnesium sulfate, filtered, and evaporated in vacuo. The residue was chromatographed over silica gel, first eluting with ethyl acetate to remove impu... Starting materials: CCOc1cc(C(C)(C)C)ccc1C1=NC(c2ccc(F)cc2)C(c2ccc(F)cc2)N1C(=O)Cl, O=C(CN1CCNCC1)N1CCOCC1. Product: CCOc1cc(C(C)(C)C)ccc1C1=NC(c2ccc(F)cc2)C(c2ccc(F)cc2)N1C(=O)N1CCN(CC(=O)N2CCOCC2)CC1, Cl. As a reaction SMILES: [C:1]([CH3:2])([CH3:3])([CH3:4])[c:5]1[cH:6][c:7]([O:33][CH2:34][CH3:35])[c:8]([C:11]2=[N:15][CH:14]([c:16]3[cH:17][cH:18][c:19]([F:22])[cH:20][cH:21]3)[CH:13]([c:23]3[cH:24][cH:25][c:26]([F:29])[cH:27][cH:28]3)[N:12]2[C:30](=[O:31])[Cl:32])[cH:9][cH:10]1.[O:36]1[CH2:37][CH2:38][N:39]([C:42]([CH2:43][N:44]2[CH2:45][CH2:46][NH:47][CH2:48][CH2:49]2)=[O:50])[CH2:40][CH2:41]1>>[C:1]([CH3:2])([CH3:3])([CH3:4])[c:5]1[cH:6][c:7]([O:33][CH2:34][CH3:35])[c:8]([C:11]2=[N:15][CH:14]([c:16]3[cH:17][cH:18][c:19]([F:22])[cH:20][cH:21]3)[CH:13]([c:23]3[cH:24][cH:25][c:26]([F:29])[cH:27][cH:28]3)[N:12]2[C:30](=[O:31])[N:47]2[CH2:46][CH2:45][N:44]([CH2:43][C:42]([N:39]3[CH2:38][CH2:37][O:36][CH2:41][CH2:40]3)=[O:50])[CH2:49][CH2:48]2)[cH:9][cH:10]1.[ClH:32]. Starting materials: S(O)(O)(=O)=O (sulfuric acid), BrC1=CC2=C(NC3=C2C=C(N=C3)C(=O)O)N=C1 (3-bromo-9H-dipyrido[2,3-b;4′,3′-d]pyrrole-6-carboxylic acid), CN1CCN(CC1)C1=CC=C(C=C1)B(O)O (4-(4-methylpiperazin-1-yl)phenylboronic acid), pinacol ester. Reagents/catalysts: Cl[Pd]([P](C1=CC=CC=C1)(C2=CC=CC=C2)C3=CC=CC=C3)([P](C4=CC=CC=C4)(C5=CC=CC=C5)C6=CC=CC=C6)Cl (bis(triphenylphosphine)palladium(II) dichloride). The solvent is C(C)#N (acetonitrile), C([O-])([O-])=O.[Na+].[Na+] (sodium carbonate). Reaction conditions: temperature 140 celsius. Yields the product CN1CCN(CC1)C1=CC=C(C=C1)C1=CC2=C(NC3=C2C=C(N=C3)C(=O)O)N=C1 (3-[4-(4-Methylpiperazin-1-yl)-phenyl]-9H-dipyrido[2,3-b;4′,3′-d]pyrrole-6-carboxylic acid). Reaction SMILES: Br[C:2]1[CH:17]=[N:16][C:5]2[NH:6][C:7]3[CH:12]=[N:11][C:10]([C:13]([OH:15])=[O:14])=[CH:9][C:8]=3[C:4]=2[CH:3]=1.[CH3:18][N:19]1[CH2:24][CH2:23][N:22]([C:25]2[CH:30]=[CH:29][C:28](B(O)O)=[CH:27][CH:26]=2)[CH2:21][CH2:20]1.S(=O)(=O)(O)O>C(#N)C.C(=O)([O-])[O-].[Na+].[Na+].Cl[Pd](Cl)([P](C1C=CC=CC=1)(C1C=CC=CC=1)C1C=CC=CC=1)[P](C1C=CC=CC=1)(C1C=CC=CC=1)C1C=CC=CC=1>[CH3:18][N:19]1[CH2:24][CH2:23][N:22]([C:25]2[CH:26]=[CH:27][C:28]([C:2]3[CH:17]=[N:16][C:5]4[NH:6][C:7]5[CH:12]=[N:11][C:10]([C:13]([OH:15])=[O:14])=[CH:9][C:8]=5[C:4]=4[CH:3]=3)=[CH:29][CH:30]=2)[CH2:21][CH2:20]1 |f:4.5.6,^1:50,69|. Reported procedure: A degassed mixture of 3-bromo-9H-dipyrido[2,3-b;4′,3′-d]pyrrole-6-carboxylic acid (37.7 mg, 0.13 mmol), 4-(4-methylpiperazin-1-yl)phenylboronic acid, pinacol ester (58.5 mg, 0.194 mmol) and bis(triphenylphosphine)palladium(II) dichloride (4.5 mg, 6.4 μmol) in acetonitrile (2 mL) and aqueous sodium carbonate solution (2 mL) was heated under microwave irradiation at 140° C. for 10 minutes. The cooled reaction mixture was acidified with 10% aqueous sulfuric acid, filtered, and the crude solution wa... Starting materials: COC1=CC=C(C=C1C(=O)O)C(=O)N (6-methoxyisophthalamic acid), C1=C(C=CC2=CC=CC=C12)N (2-naphthaleneamine). Yields the product COC1=C(C=C(C(=O)N)C=C1)C(=O)NC1=CC2=CC=CC=C2C=C1 (4-methoxy-3-N-naphthalen-2-yl-isophthalamide). RXN SMILES: [CH3:1][O:2][C:3]1[C:8]([C:9]([OH:11])=O)=[CH:7][C:6]([C:12]([NH2:14])=[O:13])=[CH:5][CH:4]=1.[CH:15]1[C:24]2[C:19](=[CH:20][CH:21]=[CH:22][CH:23]=2)[CH:18]=[CH:17][C:16]=1[NH2:25]>>[CH3:1][O:2][C:3]1[CH:4]=[CH:5][C:6]([C:12]([NH2:14])=[O:13])=[CH:7][C:8]=1[C:9]([NH:25][C:16]1[CH:17]=[CH:18][C:19]2[C:24](=[CH:23][CH:22]=[CH:21][CH:20]=2)[CH:15]=1)=[O:11]. Procedure: The captioned compound was synthesized from 6-methoxyisophthalamic acid and 2-naphthaleneamine by the same procedure as in the manufacturing method described in step C of Example 1-3-1. Starting materials: C(C)(=O)O (acetic acid), [H-].[Na+] (sodium hydride), COC(=O)C1CC(C1)=O (3-methoxycarbonylcyclobutanone), [N+](#[C-])CC(=O)OC (methyl isocyanoacetate). Solvent: O1CCCC1 (tetrahydrofuran), O1CCCC1 (tetrahydrofuran). Reaction conditions: time 2 hour. The product is C(=O)NC(C(=O)OC)=C1CC(C1)C(=O)OC (methyl N-formyl-α-(3-methoxycarbonylcyclobutylidene)glycinate). Reaction SMILES: [H-].[Na+].[CH3:3][O:4][C:5]([CH:7]1[CH2:10][C:9](=O)[CH2:8]1)=[O:6].[N+:12]([CH2:14][C:15]([O:17][CH3:18])=[O:16])#[C-:13].C(O)(=[O:21])C>O1CCCC1>[CH:13]([NH:12][C:14](=[C:9]1[CH2:10][CH:7]([C:5]([O:4][CH3:3])=[O:6])[CH2:8]1)[C:15]([O:17][CH3:18])=[O:16])=[O:21] |f:0.1|. Reported procedure: To a suspension of sodium hydride (0.27 g, 6.63 mmol, 60% oil dispersion) in dry tetrahydrofuran (10 ml), was added dropwise with vigorous stirring a solution of 3-methoxycarbonylcyclobutanone (0.707 g, 5.52 mmol) and methyl isocyanoacetate (0.6 g, 6.07 mmol) in dry tetrahydrofuran (20 ml) over 5 minutes. The reaction mixture was stirred at room temperature for 2 hours, cooled to 0° C. and 10% aqueous acetic acid (20 ml) added dropwise. The organic solvent was removed in vacuo and the resulting ...